This data is from the Open Reaction Database (ORD), a public repository of structured organic reaction records. The task is: describe an organic reaction: reactants, conditions, products, and yield The reactants are COC(=O)C=P(c1ccccc1)(c1ccccc1)c1ccccc1, ClC(Cl)(Cl)Cl, CCCCCC(=CC=O)c1ccc(OC)cc1. Yields the product CCCCCC(=CC=CC(=O)OC)c1ccc(OC)cc1. Reaction SMILES: [C:18](=[O:19])([O:20][CH3:21])[CH:22]=[P:23]([c:24]1[cH:25][cH:26][cH:27][cH:28][cH:29]1)([c:30]1[cH:31][cH:32][cH:33][cH:34][cH:35]1)[c:36]1[cH:37][cH:38][cH:39][cH:40][cH:41]1.[C:42]([Cl:43])([Cl:44])([Cl:45])[Cl:46].[CH3:1][O:2][c:3]1[cH:4][cH:5][c:6]([C:9](=[CH:10][CH:11]=[O:12])[CH2:13][CH2:14][CH2:15][CH2:16][CH3:17])[cH:7][cH:8]1>>[CH3:1][O:2][c:3]1[cH:4][cH:5][c:6]([C:9](=[CH:10][CH:11]=[CH:22][C:18](=[O:19])[O:20][CH3:21])[CH2:13][CH2:14][CH2:15][CH2:16][CH3:17])[cH:7][cH:8]1.